This data is from the Open Reaction Database (ORD), a public repository of structured organic reaction records. The task is: describe an organic reaction: reactants, conditions, products, and yield The reactants are ClC1=C2C=C(C(=NC2=CC=C1)[C@H](C)N)C1=CC(=CC=C1)F ((1S)-1-(5-chloro-3-(3-fluorophenyl)-quinolin-2-yl)ethanamine), ClC1=C2NC=NC2=NC=N1 (6-chloropurine), CCN(C(C)C)C(C)C (DIEA). The solvent is C(CCC)O (n-butanol). Yields the product ClC1=C2C=C(C(=NC2=CC=C1)[C@H](C)NC1=C2N=CNC2=NC=N1)C1=CC(=CC=C1)F (N-((S)-1-(5-chloro-3-(3-fluorophenyl)quinolin-2-yl)ethyl)-9H-purin-6-amine). RXN SMILES: [Cl:1][C:2]1[CH:11]=[CH:10][CH:9]=[C:8]2[C:3]=1[CH:4]=[C:5]([C:15]1[CH:20]=[CH:19][CH:18]=[C:17]([F:21])[CH:16]=1)[C:6]([C@@H:12]([NH2:14])[CH3:13])=[N:7]2.Cl[C:23]1[N:31]=[CH:30][N:29]=[C:28]2[C:24]=1[NH:25][CH:26]=[N:27]2.CCN(C(C)C)C(C)C>C(O)CCC>[Cl:1][C:2]1[CH:11]=[CH:10][CH:9]=[C:8]2[C:3]=1[CH:4]=[C:5]([C:15]1[CH:20]=[CH:19][CH:18]=[C:17]([F:21])[CH:16]=1)[C:6]([C@@H:12]([NH:14][C:23]1[N:31]=[CH:30][N:29]=[C:28]3[C:24]=1[N:25]=[CH:26][NH:27]3)[CH3:13])=[N:7]2. Reported procedure: Prepared according to Procedure H using (1S)-1-(5-chloro-3-(3-fluorophenyl)-quinolin-2-yl)ethanamine (0.050 g, 0.166 mmol), 6-chloropurine (0.031 g, 0.20 mmol, 1.2 eq) and DIEA (0.33 mmol, 2.0 eq) in n-butanol (3 mL). N-((S)-1-(5-chloro-3-(3-fluorophenyl)quinolin-2-yl)ethyl)-9H-purin-6-amine [PI3Kδ IC50=5 nM] was obtained after purification as a white solid. 1H-NMR (MeOD) δ ppm 9.22 (s, 1H), 8.63 (s, 1H), 8.44-8.47 (m, 3H), 8.42 (s, 1H), 8.34 (s, 1H), 7.87-7.94 (m, 2H), 7.56 (t, 1H), 1.79 (d, 3H... Reactants: HClO4, OO (hydrogen peroxide), C(C)(C)(C)O.O (tertiary butanol water), NCC(=O)N[C@@H](CC1=CC=CC=C1)C(=O)N[C@@H](CCSC)C(=O)N[C@@H]([C@H](O)C)C(=O)N[C@@H](CO)C(=O)N[C@@H](CCC(O)=O)C(=O)N[C@@H](CCCCN)C(=O)N[C@@H](CO)C(=O)N[C@@H](CCC(N)=O)C(=O)N[C@@H]([C@H](O)C)C(=O)N1[C@H](C(=O)N[C@@H](CC(C)C)C(=O)N[C@@H](C(C)C)C(=O)N[C@@H]([C@H](O)C)C(=O)N[C@@H](CC(C)C)C(=O)O)CCC1 (H-Gly-Phe-Met-Thr-Ser-Glu-Lys-Ser-Gln-Thr-Pro-Leu-Val-Thr-Leu-OH), O (water). The reagents and catalysts are [NH4+].[NH4+].[O-][Mo](=O)(=O)[O-] (ammonium molybdate). The solvent is C(C)(=O)[O-] (acetate). Conditions: time 4 hour. Yields the product NCC(=O)N[C@@H](CC1=CC=CC=C1)C(=O)N[C@@H](CCS(=O)(=O)C)C(=O)N[C@@H]([C@H](O)C)C(=O)N[C@@H](CO)C(=O)N[C@@H](CCC(O)=O)C(=O)N[C@@H](CCCCN)C(=O)N[C@@H](CO)C(=O)N[C@@H](CCC(N)=O)C(=O)N[C@@H]([C@H](O)C)C(=O)N1[C@H](C(=O)N[C@@H](CC(C)C)C(=O)N[C@@H](C(C)C)C(=O)N[C@@H]([C@H](O)C)C(=O)N[C@@H](CC(C)C)C(=O)O)CCC1 (H-Gly-Phe-Met(O2)-Thr-Ser-Glu-Lys-Ser-Gln-Thr-Pro-Leu-Val-Thr-Leu-OH). Reaction SMILES: [NH2:1][CH2:2][C:3]([NH:5][C@H:6]([C:14]([NH:16][C@H:17]([C:22]([NH:24][C@H:25]([C:29]([NH:31][C@H:32]([C:35]([NH:37][C@H:38]([C:44]([NH:46][C@H:47]([C:53]([NH:55][C@H:56]([C:59]([NH:61][C@H:62]([C:68]([NH:70][C@H:71]([C:75]([N:77]1[CH2:114][CH2:113][CH2:112][C@H:78]1[C:79]([NH:81][C@H:82]([C:87]([NH:89][C@H:90]([C:94]([NH:96][C@H:97]([C:101]([NH:103][C@H:104]([C:109]([OH:111])=[O:110])[CH2:105][CH:106]([CH3:108])[CH3:107])=[O:102])[C@@H:98]([CH3:100])[OH:99])=[O:95])[CH:91]([CH3:93])[CH3:92])=[O:88])[CH2:83][CH:84]([CH3:86])[CH3:85])=[O:80])=[O:76])[C@@H:72]([CH3:74])[OH:73])=[O:69])[CH2:63][CH2:64][C:65](=[O:67])[NH2:66])=[O:60])[CH2:57][OH:58])=[O:54])[CH2:48][CH2:49][CH2:50][CH2:51][NH2:52])=[O:45])[CH2:39][CH2:40][C:41](=[O:43])[OH:42])=[O:36])[CH2:33][OH:34])=[O:30])[C@@H:26]([CH3:28])[OH:27])=[O:23])[CH2:18][CH2:19][S:20][CH3:21])=[O:15])[CH2:7][C:8]1[CH:13]=[CH:12][CH:11]=[CH:10][CH:9]=1)=[O:4].[OH2:115].[OH:116]O.C(O)(C)(C)C.O>C([O-])(=O)C.[NH4+].[NH4+].[O-][Mo]([O-])(=O)=O>[NH2:1][CH2:2][C:3]([NH:5][C@H:6]([C:14]([NH:16][C@H:17]([C:22]([NH:24][C@H:25]([C:29]([NH:31][C@H:32]([C:35]([NH:37][C@H:38]([C:44]([NH:46][C@H:47]([C:53]([NH:55][C@H:56]([C:59]([NH:61][C@H:62]([C:68]([NH:70][C@H:71]([C:75]([N:77]1[CH2:114][CH2:113][CH2:112][C@H:78]1[C:79]([NH:81][C@H:82]([C:87]([NH:89][C@H:90]([C:94]([NH:96][C@H:97]([C:101]([NH:103][C@H:104]([C:109]([OH:111])=[O:110])[CH2:105][CH:106]([CH3:108])[CH3:107])=[O:102])[C@@H:98]([CH3:100])[OH:99])=[O:95])[CH:91]([CH3:93])[CH3:92])=[O:88])[CH2:83][CH:84]([CH3:86])[CH3:85])=[O:80])=[O:76])[C@@H:72]([CH3:74])[OH:73])=[O:69])[CH2:63][CH2:64][C:65](=[O:67])[NH2:66])=[O:60])[CH2:57][OH:58])=[O:54])[CH2:48][CH2:49][CH2:50][CH2:51][NH2:52])=[O:45])[CH2:39][CH2:40][C:41](=[O:42])[OH:43])=[O:36])[CH2:33][OH:34])=[O:30])[C@@H:26]([CH3:28])[OH:27])=[O:23])[CH2:18][CH2:19][S:20]([CH3:21])(=[O:116])=[O:115])=[O:15])[CH2:7][C:8]1[CH:13]=[CH:12][CH:11]=[CH:10][CH:9]=1)=[O:4] |f:3.4,6.7.8|. Procedure details: 200 mg Of the peptide obtained in Example I are introduced into 5 ml of water to which are added in order of succession 0.025 ml of 0.5 M ammonium molybdate, 0.125 ml HClO4, and 0.075 ml of 30% hydrogen peroxide. The mixture is stirred at room temperature for 4 hours, after which 5 ml of tertiary butanol/water (1:1) and ion exchanger in acetate form are added. After stirring for half an hour the ion exchanger is filtered out and the filtrate is evaporated to dryness. Yield 175 mg of peptide (in ... As a reaction SMILES: [CH2:1]1O[C:4]2([CH2:9][CH2:8][C@@H:7]([CH2:10][CH:11]=C)[C@H:6]([C:13]3[CH:18]=[CH:17][C:16]([C:19]([CH3:27])([CH3:26])[CH2:20][CH2:21][CH2:22][CH2:23][CH2:24][CH3:25])=[CH:15][C:14]=3[O:28][CH2:29][C:30]3[CH:35]=[CH:34][CH:33]=[CH:32][CH:31]=3)[CH2:5]2)[O:3][CH2:2]1.I([O-])(=O)(=O)=[O:38].[Na+].O1CCCC1.S([O-])([O-])=O.[Na+].[Na+].[OH2:54]>[Os](=O)(=O)(=O)=O.CCOCC>[CH2:2]1[O:3][C:4]2([CH2:9][CH2:8][C@@H:7]([CH2:10][CH:11]=[O:38])[C@H:6]([C:13]3[CH:18]=[CH:17][C:16]([C:19]([CH3:26])([CH3:27])[CH2:20][CH2:21][CH2:22][CH2:23][CH2:24][CH3:25])=[CH:15][C:14]=3[O:28][CH2:29][C:30]3[CH:35]=[CH:34][CH:33]=[CH:32][CH:31]=3)[CH2:5]2)[O:54][CH2:1]1 |f:1.2,4.5.6|. Isolated yield 59.0%. Starting materials: O (water), C1COC2(C[C@H]([C@@H](CC2)CC=C)C2=C(C=C(C=C2)C(CCCCCC)(C)C)OCC2=CC=CC=C2)O1 (trans-3-[2-benzyloxy-4-(1,1-dimethylheptyl)phenyl]-4-(2-propenyl)cyclohexanone ethylene ketal), S(=O)([O-])[O-].[Na+].[Na+] (sodium sulfite), I(=O)(=O)(=O)[O-].[Na+] (sodium metaperiodate), O1CCCC1 (tetrahydrofuran). Reagents/catalysts: [Os](=O)(=O)(=O)=O (osmium tetroxide). The product is C1COC2(C[C@H]([C@@H](CC2)CC=O)C2=C(C=C(C=C2)C(CCCCCC)(C)C)OCC2=CC=CC=C2)O1 (Trans-3-[2-Benzyloxy-4-(1,1-dimethylheptyl)phenyl]-4-(2-oxoethyl)cyclohexanone ethylene ketal). The solvent is CCOCC (ether). Procedure: A mixture of 17.0 g. (34.7 mmoles) of trans-3-[2-benzyloxy-4-(1,1-dimethylheptyl)phenyl]-4-(2-propenyl)cyclohexanone ethylene ketal, 44.5 g. (0.208 mmole) of sodium metaperiodate and 176 mg. (0.69 mmole) of osmium tetroxide in 340 ml. tetrahydrofuran and 100 ml. of water was stirred at room temperature for 3.5 hours. The reaction mixture was then added to 1000 ml. 15% sodium sulfite-1000 ml. ether. The organic phase was separated, washed twice with 500 ml. of saturated sodium bicarbonate, dried ... The reactants are CC(=O)NC1CC(=O)CCC1N1CCC(NC(=O)OCc2ccccc2)C1=O, CC(C)(C)N, ClCCl. The product is CC(=O)NC1CC(NC(C)(C)C)CCC1N1CCC(NC(=O)OCc2ccccc2)C1=O. Reaction SMILES: [C:1]([CH3:2])(=[O:3])[NH:4][CH:5]1[CH:6]([N:12]2[C:13](=[O:28])[CH:14]([NH:17][C:18]([O:19][CH2:20][c:21]3[cH:22][cH:23][cH:24][cH:25][cH:26]3)=[O:27])[CH2:15][CH2:16]2)[CH2:7][CH2:8][C:9](=[O:11])[CH2:10]1.[CH3:29][C:30]([CH3:31])([CH3:32])[NH2:33].[Cl:34][CH2:35][Cl:36]>>[C:1]([CH3:2])(=[O:3])[NH:4][CH:5]1[CH:6]([N:12]2[C:13](=[O:28])[CH:14]([NH:17][C:18]([O:19][CH2:20][c:21]3[cH:22][cH:23][cH:24][cH:25][cH:26]3)=[O:27])[CH2:15][CH2:16]2)[CH2:7][CH2:8][CH:9]([NH:33][C:30]([CH3:29])([CH3:31])[CH3:32])[CH2:10]1. Starting materials: FC1=C(C(=CC=C1)C(F)(F)F)NC(=O)[C@@H]1CC=2C(=NC=CC2)N1C([C@H](C(C)C)NC([C@H](C)N(C(OC(C)(C)C)=O)C)=O)=O (tert-butyl (S)-1-((S)-1-((S)-2-(2-fluoro-6-(trifluoromethyl)phenylcarbamoyl)-2,3-dihydro-1H-pyrrolo[2,3-b]pyridin-1-yl)-3-methyl-1-oxobutan-2-ylamino)-1-oxopropan-2-yl(methyl)carbamate), C(=O)(C(F)(F)F)O (TFA). The solvent is C(Cl)Cl (DCM). Conditions: time 30 minute. Product: FC1=C(C(=CC=C1)C(F)(F)F)NC(=O)[C@@H]1CC=2C(=NC=CC2)N1C([C@H](C(C)C)NC([C@H](C)NC)=O)=O ((S)—N-(2-fluoro-6-(trifluoromethyl)phenyl)-1-((S)-3-methyl-2-((S)-2-(methylamino)propanamido)butanoyl)-2,3-dihydro-1H-pyrrolo[2,3-b]pyridine-2-carboxamide). The yield is 59.8%. RXN SMILES: [F:1][C:2]1[CH:7]=[CH:6][CH:5]=[C:4]([C:8]([F:11])([F:10])[F:9])[C:3]=1[NH:12][C:13]([C@H:15]1[N:23]([C:24](=[O:43])[C@@H:25]([NH:29][C:30](=[O:42])[C@@H:31]([N:33](C)[C:34](=O)OC(C)(C)C)[CH3:32])[CH:26]([CH3:28])[CH3:27])[C:18]2=[N:19][CH:20]=[CH:21][CH:22]=[C:17]2[CH2:16]1)=[O:14].C(O)(C(F)(F)F)=O>C(Cl)Cl>[F:1][C:2]1[CH:7]=[CH:6][CH:5]=[C:4]([C:8]([F:9])([F:10])[F:11])[C:3]=1[NH:12][C:13]([C@H:15]1[N:23]([C:24](=[O:43])[C@@H:25]([NH:29][C:30](=[O:42])[C@@H:31]([NH:33][CH3:34])[CH3:32])[CH:26]([CH3:27])[CH3:28])[C:18]2=[N:19][CH:20]=[CH:21][CH:22]=[C:17]2[CH2:16]1)=[O:14]. Procedure details: In a 50 mL round-bottomed flask, tert-butyl (S)-1-((S)-1-((S)-2-(2-fluoro-6-(trifluoromethyl)phenylcarbamoyl)-2,3-dihydro-1H-pyrrolo[2,3-b]pyridin-1-yl)-3-methyl-1-oxobutan-2-ylamino)-1-oxopropan-2-yl(methyl)carbamate (20 mg, 32.8 μmol Eq: 1.00) was combined with DCM (1.5 mL) to give a colorless solution. TFA (500 μL, 6.49 mmol, Eq: 198) was added and the reaction mixture was stirred at rt for 30 min. The crude reaction mixture was concentrated in vacuo. The residue was taken up in DCM, washed w... Starting materials: O=C(CSC1=CC(=C(C(=C1)C(C)(C)C)O)C(C)(C)C)C1=CC=C(OC(C(=O)OCC)(C)C)C=C1 (ethyl 2-{4-[1-oxo-2-(4-hydroxy-3,5-di-tert-butylphenylthio)ethyl]phenoxy}isobutyrate), [OH-].[Na+] (sodium hydroxide), Cl (hydrochloric acid). The solvent is C(C)O (ethanol). The product is C(C)(C)(C)C=1C=C(C=C(C1O)C(C)(C)C)SCC(=O)C1=CC=C(OC(C(=O)O)(C)C)C=C1 (2-{4-[2-(3,5-di-tert-butyl-4-hydroxyphenylthio)-1-oxoethyl]phenoxy}isobutyric acid). RXN SMILES: [O:1]=[C:2]([C:20]1[CH:34]=[CH:33][C:23]([O:24][C:25]([CH3:32])([CH3:31])[C:26]([O:28]CC)=[O:27])=[CH:22][CH:21]=1)[CH2:3][S:4][C:5]1[CH:10]=[C:9]([C:11]([CH3:14])([CH3:13])[CH3:12])[C:8]([OH:15])=[C:7]([C:16]([CH3:19])([CH3:18])[CH3:17])[CH:6]=1.[OH-].[Na+].Cl>C(O)C>[C:16]([C:7]1[CH:6]=[C:5]([S:4][CH2:3][C:2]([C:20]2[CH:21]=[CH:22][C:23]([O:24][C:25]([CH3:32])([CH3:31])[C:26]([OH:28])=[O:27])=[CH:33][CH:34]=2)=[O:1])[CH:10]=[C:9]([C:11]([CH3:14])([CH3:13])[CH3:12])[C:8]=1[OH:15])([CH3:17])([CH3:18])[CH3:19] |f:1.2|. Procedure: 4.86 g (0.01 mol) of ethyl 2-{4-[1-oxo-2-(4-hydroxy-3,5-di-tert-butylphenylthio)ethyl]phenoxy}isobutyrate, 70 ml of ethanol and 12 ml of 1N sodium hydroxide solution are introduced into a round-bottomed flask equipped with a magnetic stirrer. The whole is heated under reflux for 1 hour 30 minutes, then cooled, neutralised with 12 ml of 1N hydrochloric acid solution and concentrated to dryness. The residue is taken up in ether. The whole is washed with water, dried over sodium sulphate and concen... Reactants: C(C)(C)NC(C)C (diisopropylamine), solution, C(CCC)[Li] (n-butyllithium), hexanes, COC(COC1=C(C=C(C=C1)F)F)=O ((2,4-difluorophenoxy)acetic acid methyl ester), [N+](=O)([O-])C1=C(N(N=C1)COCC[Si](C)(C)C)C=O (4-nitro-2-(2-trimethylsilanyl-ethoxymethyl)-2H-pyrazole-3-carbaldehyde). Solvent: C(C)OCC (diethyl ether), [Cl-].[NH4+] (ammonium chloride), C(C)OCC (diethyl ether), C(C)OCC (diethyl ether), C(C)(=O)OCC (ethyl acetate), O (water). Run at time 15 minute. Yields the product COC(C(C(C=1N(N=CC1[N+](=O)[O-])COCC[Si](C)(C)C)O)OC1=C(C=C(C=C1)F)F)=O (2-(2,4-difluorophenoxy)-3-hydroxy-3-[4-nitro-2-(2-trimethylsilanyl-ethoxymethyl)-2H-pyrazol-3-yl]propionic acid methyl ester). Reaction SMILES: C(NC(C)C)(C)C.C([Li])CCC.[CH3:13][O:14][C:15](=[O:26])[CH2:16][O:17][C:18]1[CH:23]=[CH:22][C:21]([F:24])=[CH:20][C:19]=1[F:25].[N+:27]([C:30]1[CH:34]=[N:33][N:32]([CH2:35][O:36][CH2:37][CH2:38][Si:39]([CH3:42])([CH3:41])[CH3:40])[C:31]=1[CH:43]=[O:44])([O-:29])=[O:28]>C(OCC)C.[Cl-].[NH4+].C(OCC)(=O)C.O>[CH3:13][O:14][C:15](=[O:26])[CH:16]([O:17][C:18]1[CH:23]=[CH:22][C:21]([F:24])=[CH:20][C:19]=1[F:25])[CH:43]([OH:44])[C:31]1[N:32]([CH2:35][O:36][CH2:37][CH2:38][Si:39]([CH3:41])([CH3:40])[CH3:42])[N:33]=[CH:34][C:30]=1[N+:27]([O-:29])=[O:28] |f:5.6|. Procedure details: To a −78° C. solution of diisopropylamine (0.3 mL, 2.1 eq) in diethyl ether (3 mL) was added a 2.5 M solution of n-butyllithium in hexanes (Aldrich) (0.84 mL, 2.1 eq). The resulting mixture was stirred for 15 minutes. To this mixture was added a solution of (2,4-difluorophenoxy)acetic acid methyl ester (425 mg, 2.1 eq) in diethyl ether (2 mL) via a syringe, and the resulting mixture was stirred at −78° C. for 30 minutes, after which a solution of 4-nitro-2-(2-trimethylsilanyl-ethoxymethyl)-2H-py...